This data is from the Open Reaction Database (ORD), a public repository of structured organic reaction records. The task is: describe an organic reaction: reactants, conditions, products, and yield The reactants are [BH4-], CCO, CC(C)C1(C)C(=O)N=C2c3ccccc3C(=O)N21, Cl, [Na+], C1CCOC1. The product is CC(C)C1(C)C(=O)NC2c3ccccc3C(=O)N21. As a reaction SMILES: [BH4-:1].[CH3:22][CH2:23][OH:24].[CH:3]([CH3:4])([CH3:5])[C:6]1([CH3:20])[C:7](=[O:19])[N:8]=[C:9]2[N:10]1[C:11](=[O:18])[c:12]1[cH:13][cH:14][cH:15][cH:16][c:17]12.[ClH:21].[Na+:2].[O:25]1[CH2:26][CH2:27][CH2:28][CH2:29]1>>[CH:3]([CH3:4])([CH3:5])[C:6]1([CH3:20])[C:7](=[O:19])[NH:8][CH:9]2[N:10]1[C:11](=[O:18])[c:12]1[cH:13][cH:14][cH:15][cH:16][c:17]12.